Task: describe an organic reaction: reactants, conditions, products, and yield. Dataset: the Open Reaction Database (ORD), a public repository of structured organic reaction records The reactants are C([O-])(O)=O.[Na+] (sodium bicarbonate), ClC=1C2=C(SC1C(=O)Cl)C=CC(=C2)OC (3-Chloro-5-methoxybenzo[b]thiophene-2-carbonyl chloride), C1CCOC1 (THF), CC([O-])C.[Na+] (sodium isopropoxide), C1CCOC1 (THF), acid chloride, CC([O-])C.[Na+] (sodium isopropoxide). The solvent is O (water), CCCCCCC (heptane). Conditions: time 12 hour. The product is COC1=CC2=C(SC(=C2OC(C)C)C(=O)O)C=C1 (5-methoxy-3-(1-methylethoxy)benzo[b]thiophene-2-carboxylic acid). As a reaction SMILES: Cl[C:2]1[C:3]2[CH:13]=[C:12]([O:14][CH3:15])[CH:11]=[CH:10][C:4]=2[S:5][C:6]=1[C:7](Cl)=[O:8].C1C[O:19]CC1.[CH3:21][CH:22]([CH3:24])[O-:23].[Na+].C(=O)(O)[O-].[Na+]>O.CCCCCCC>[CH3:15][O:14][C:12]1[CH:11]=[CH:10][C:4]2[S:5][C:6]([C:7]([OH:19])=[O:8])=[C:2]([O:23][CH:22]([CH3:24])[CH3:21])[C:3]=2[CH:13]=1 |f:2.3,4.5|. Reported procedure: To a 12 L 3-necked round-bottomed flask fitted with a mechanical stirrer, a thermometer, an addition funnel and a reflux condenser with a nitrogen inlet are charged 3-chloro-5-methoxybenzo[b]thiophene-2-carbonyl chloride (Example 1) (336 g) and THF (2.3 L). The solution of sodium isopropoxide from above is charged to the THF solution of the acid chloride in four portions causing the temperature of the reaction mixture to rise to 60° C. The flask which contains the sodium isopropoxide is rinsed w... Reactants: CN(C)C=O, Clc1cc(Cl)ncn1, [H-], [Na+], OCCN1CCOCC1. The product is Clc1cc(OCCN2CCOCC2)ncn1. RXN SMILES: [CH3:20][N:21]([CH3:22])[CH:23]=[O:24].[Cl:12][c:13]1[n:14][cH:15][n:16][c:17]([Cl:19])[cH:18]1.[H-:10].[Na+:11].[OH:1][CH2:2][CH2:3][N:4]1[CH2:5][CH2:6][O:7][CH2:8][CH2:9]1>>[O:1]([CH2:2][CH2:3][N:4]1[CH2:5][CH2:6][O:7][CH2:8][CH2:9]1)[c:17]1[n:16][cH:15][n:14][c:13]([Cl:12])[cH:18]1. The reactants are C1(CCCC(=O)O1)=O (glutaric anhydride), C1=CC=CC=2C3=CC=CC=C3C(C12)CO ((9H-fluoren-9-yl)methanol). Reagents/catalysts: CN(C)C=1C=CN=CC1 (DMAP). Solvent: C(Cl)Cl (CH2Cl2). Run at time 20 hour. Product: C1=CC=CC=2C3=CC=CC=C3C(C12)COC(=O)CCCC(=O)O (4-(((9H-Fluoren-9-yl)methoxy)carbonyl)butanoic acid). Yield: 60.6%. As a reaction SMILES: [C:1]1(=[O:8])[O:7][C:5](=[O:6])[CH2:4][CH2:3][CH2:2]1.[CH:9]1[C:21]2[CH:20]([CH2:22][OH:23])[C:19]3[C:14](=[CH:15][CH:16]=[CH:17][CH:18]=3)[C:13]=2[CH:12]=[CH:11][CH:10]=1>C(Cl)Cl.CN(C1C=CN=CC=1)C>[CH:9]1[C:21]2[CH:20]([CH2:22][O:23][C:5]([CH2:4][CH2:3][CH2:2][C:1]([OH:7])=[O:8])=[O:6])[C:19]3[C:14](=[CH:15][CH:16]=[CH:17][CH:18]=3)[C:13]=2[CH:12]=[CH:11][CH:10]=1. Reported procedure: To a solution of glutaric anhydride (1.0 g, 8.76 mmol) and (9H-fluoren-9-yl)methanol (1.56 g, 7.97 mmol) in CH2Cl2 (44 mL) was added DMAP (107 mg, 0.88 mmol) and the mixture was stirred for 20 h at room temperature. The reaction mixture was concentrated, diluted with H2O and saturated NaHCO3 solution and washed with ethyl acetate. The organic layer was extracted with saturated NaHCO3 solution (3×). The combined aqueous layers were acidified to pH=2 with conc. HCl solution, extracted with a 4:1 m... The reactants are C(C)(C)(C)NS(=O)(=O)C=1SC(=CC1)C1=CC(=CC=C1)C1=NC(=CC(=N1)C)C=1C=NC(=CC1)C(F)(F)F (N-tert-butyl-5-{3-[4-methyl-6-(6-trifluoromethyl-pyridin-3-yl)-pyrimidin-2-yl]-phenyl}-thiophene-2-sulfonic acid amide), C(=O)(C(F)(F)F)O (TFA). Solvent: ClCCl (dichloromethane). Conditions: time 15 hour. The product is CC1=NC(=NC(=C1)C=1C=NC(=CC1)C(F)(F)F)C=1C=C(C=CC1)C1=CC=C(S1)S(=O)(=O)N (5-{3-[4-Methyl-6-(6-trifluoromethyl-pyridin-3-yl)-pyrimidin-2-yl]-phenyl}-thiophene-2-sulfonic acid amide). The yield is 6.7%. RXN SMILES: C([NH:5][S:6]([C:9]1[S:10][C:11]([C:14]2[CH:19]=[CH:18][CH:17]=[C:16]([C:20]3[N:25]=[C:24]([CH3:26])[CH:23]=[C:22]([C:27]4[CH:28]=[N:29][C:30]([C:33]([F:36])([F:35])[F:34])=[CH:31][CH:32]=4)[N:21]=3)[CH:15]=2)=[CH:12][CH:13]=1)(=[O:8])=[O:7])(C)(C)C.C(O)(C(F)(F)F)=O>ClCCl>[CH3:26][C:24]1[CH:23]=[C:22]([C:27]2[CH:28]=[N:29][C:30]([C:33]([F:35])([F:36])[F:34])=[CH:31][CH:32]=2)[N:21]=[C:20]([C:16]2[CH:15]=[C:14]([C:11]3[S:10][C:9]([S:6]([NH2:5])(=[O:8])=[O:7])=[CH:13][CH:12]=3)[CH:19]=[CH:18][CH:17]=2)[N:25]=1. Procedure: To a cooled and stirred solution of N-tert-butyl-5-{3-[4-methyl-6-(6-trifluoromethyl-pyridin-3-yl)-pyrimidin-2-yl]-phenyl}-thiophene-2-sulfonic acid amide (0.1 g) in dichloromethane (4 ml) was added TFA (4 ml) and the reaction mixture was allowed to stir at room temperature for 15 h. The mixture was evaporated to dryness, poured into 2N Na2CO3 solution (25 ml) and extracted with ethyl acetate (3×50 ml). The combined organic layers were washed with brine (50 ml), dried (MgSO4) and evaporated. Fur...